Dataset: the Open Reaction Database (ORD), a public repository of structured organic reaction records. Task: describe an organic reaction: reactants, conditions, products, and yield The reactants are [BH4-], CCC1(CC2Cc3c(cccc3-c3ccc(C(C)(C)C)cc3)C2=O)CCCCC1, Cc1ccccc1, CO, [Na+], O=S(=O)(O)O. Product: CCC1(CC2=Cc3cccc(-c4ccc(C(C)(C)C)cc4)c3C2)CCCCC1. Reaction SMILES: [BH4-:30].[C:1]([CH3:2])([CH3:3])([CH3:4])[c:5]1[cH:6][cH:7][c:8](-[c:11]2[c:12]3[c:16]([cH:17][cH:18][cH:19]2)[C:15](=[O:20])[CH:14]([CH2:21][C:22]2([CH2:28][CH3:29])[CH2:23][CH2:24][CH2:25][CH2:26][CH2:27]2)[CH2:13]3)[cH:9][cH:10]1.[CH3:32][c:33]1[cH:34][cH:35][cH:36][cH:37][cH:38]1.[CH3:44][OH:45].[Na+:31].[S:39](=[O:40])(=[O:41])([OH:42])[OH:43]>>[C:1]([CH3:2])([CH3:3])([CH3:4])[c:5]1[cH:6][cH:7][c:8](-[c:11]2[c:12]3[c:16]([cH:17][cH:18][cH:19]2)[CH:15]=[C:14]([CH2:21][C:22]2([CH2:28][CH3:29])[CH2:23][CH2:24][CH2:25][CH2:26][CH2:27]2)[CH2:13]3)[cH:9][cH:10]1. Reactants: 3h, CCO (EtOH), C(=O)O (formic acid), ClC1=CC(=CC=2N=CNC21)NC=O (4-chloro-6-foramidylbenzimidazole), ClC1=CC(=CC(=C1N)[N+](=O)[O-])[N+](=O)[O-] (6-chloro-2,4-dinitroaniline). The reagents and catalysts are [Pd] (Pd/C). Run in C(C)(=O)OC(C)=O (acetic anhydride), Cl (HCl). Product: ClC1=CC(=CC=2N=CNC21)N (4-chloro-6-aminobenzimidazole). As a reaction SMILES: ClC1C(N)=C([N+]([O-])=O)C=C([N+]([O-])=O)C=1.C(O)=O.[Cl:18][C:19]1[C:27]2[NH:26][CH:25]=[N:24][C:23]=2[CH:22]=[C:21]([NH:28]C=O)[CH:20]=1.CCO>C(OC(=O)C)(=O)C.Cl.[Pd]>[Cl:18][C:19]1[C:27]2[NH:26][CH:25]=[N:24][C:23]=2[CH:22]=[C:21]([NH2:28])[CH:20]=1. Procedure: Methanolic solution of 6-chloro-2,4-dinitroaniline (2.4 g, 11 mmol) was stirred overnight with 100 mg of 10% Pd/C under H2. Reaction mixture was filtered and concentrated in vacuo to provide an oil which was dissolved in 10 ml of acetic anhydride and 10 ml of formic acid and stirred at reflux for 12 h. The reaction mixture was concentrated in vacuo, yielding a brown oil which was characterized as 4-chloro-6-foramidylbenzimidazole in NMR analysis. The foramide was dissolved in 20 ml of HCl sat'd ... Reactants: O=C1CCC(=O)N1Br, ClCCl, OCCCc1ccc(F)c(Cl)c1, c1ccc(P(c2ccccc2)c2ccccc2)cc1. The product is Fc1ccc(CCCBr)cc1Cl. RXN SMILES: [Br:32][N:33]1[C:34](=[O:35])[CH2:36][CH2:37][C:38]1=[O:39].[CH2:40]([Cl:41])[Cl:42].[Cl:1][c:2]1[cH:3][c:4]([CH2:9][CH2:10][CH2:11][OH:12])[cH:5][cH:6][c:7]1[F:8].[c:13]1([P:14]([c:15]2[cH:16][cH:17][cH:18][cH:19][cH:20]2)[c:21]2[cH:22][cH:23][cH:24][cH:25][cH:26]2)[cH:27][cH:28][cH:29][cH:30][cH:31]1>>[Cl:1][c:2]1[cH:3][c:4]([CH2:9][CH2:10][CH2:11][Br:32])[cH:5][cH:6][c:7]1[F:8].